From a dataset of the Open Reaction Database (ORD), a public repository of structured organic reaction records. describe an organic reaction: reactants, conditions, products, and yield Reactants: COCCN (2-methoxyethylamine), C(C)(C)N(C(C)C)CC (N,N-diisopropylethyl amine), CS(=O)(=O)Cl (methanesulfonyl chloride). Run in C(Cl)Cl (methylene chloride). Conditions: time 8 hour. Yields the product COCCNS(=O)(=O)C (N-(2-Methoxyethyl)methanesulfonamide). Isolated yield 70.8%. RXN SMILES: [CH3:1][O:2][CH2:3][CH2:4][NH2:5].C(N(CC)C(C)C)(C)C.[CH3:15][S:16](Cl)(=[O:18])=[O:17]>C(Cl)Cl>[CH3:1][O:2][CH2:3][CH2:4][NH:5][S:16]([CH3:15])(=[O:18])=[O:17]. Procedure: To a stirred solution of 2-methoxyethylamine (2.67 mL, 31.0 mmol) in anhydrous methylene chloride (100 mL) and N,N-diisopropylethyl amine (8.54 mL, 51.7 mmol) at 0° C. was slowly added methanesulfonyl chloride (2.0 mL, 25.8 mmol). The reaction mixture was slowly warmed to room temperature and stirred overnight. The mixture was concentrated and the residue was purified by silica gel column chromatography (0-100% ethyl acetate in hexanes) to afford the product as a colorless oil (2.8 g, 71%). 1H N... Reactants: [BH4-].[Na+] (Sodium borohydride), COC=1C=C(C=CC1N1C=NC(=C1)C)NC1=NC(=CC(=N1)C(C)=O)COCC(F)(F)F (1-(2-(3-Methoxy-4-(4-methyl-1H-imidazol-1-yl)phenylamino)-6-((2,2,2-trifluoroethoxy)-methyl)pyrimidin-4-yl)ethanone), CC(=O)C (Acetone). Run in C(C)O (ethanol). Conditions: time 10 minute. Product: COC=1C=C(C=CC1N1C=NC(=C1)C)NC1=NC(=CC(=N1)C(C)O)COCC(F)(F)F (1-(2-(3-Methoxy-4-(4-methyl-1H-imidazol-1-yl)phenylamino)-6-((2,2,2-trifluoroethoxy)-methyl)pyrimidin-4-yl)ethanol). RXN SMILES: [CH3:1][O:2][C:3]1[CH:4]=[C:5]([NH:15][C:16]2[N:21]=[C:20]([C:22](=[O:24])[CH3:23])[CH:19]=[C:18]([CH2:25][O:26][CH2:27][C:28]([F:31])([F:30])[F:29])[N:17]=2)[CH:6]=[CH:7][C:8]=1[N:9]1[CH:13]=[C:12]([CH3:14])[N:11]=[CH:10]1.[BH4-].[Na+].CC(C)=O>C(O)C>[CH3:1][O:2][C:3]1[CH:4]=[C:5]([NH:15][C:16]2[N:21]=[C:20]([CH:22]([OH:24])[CH3:23])[CH:19]=[C:18]([CH2:25][O:26][CH2:27][C:28]([F:29])([F:30])[F:31])[N:17]=2)[CH:6]=[CH:7][C:8]=1[N:9]1[CH:13]=[C:12]([CH3:14])[N:11]=[CH:10]1 |f:1.2|. Procedure details: 1-(2-(3-Methoxy-4-(4-methyl-1H-imidazol-1-yl)phenylamino)-6-((2,2,2-trifluoroethoxy)-methyl)pyrimidin-4-yl)ethanone (55 mg, 0.13 mmol) was dissolved in ethanol (5 mL). Sodium borohydride (24 mg, 0.63 mmol) was added and the mixture was stirred at rt for 10 min. Acetone (2 mL) was added and the mixture was stirred for 20 min. The solvent were evaporated. The residue was purified by column chromatography on silica eluting with a gradient of methanol in DCM to give the title compound as a solid, 40...